This data is from the Open Reaction Database (ORD), a public repository of structured organic reaction records. The task is: describe an organic reaction: reactants, conditions, products, and yield Starting materials: OC1=C(C=C(C=C1C(C)(C)CC)C(C)(C)CC)N1N=C2C(=[N+]1[O-])C=CC=C2 (2-(2'-hydroxy-3',5'-di-t-amylphenyl)benzotriazole-N-oxide), [OH-].[Na+] (caustic soda), [H][H] (hydrogen), resultant mixture, [H][H] (hydrogen), [H][H] (hydrogen). Reagents/catalysts: [Ni] (Raney nickel). Run in O (water). Product: OC1=C(C=C(C=C1C(C)(C)CC)C(C)(C)CC)N1N=C2C(=N1)C=CC=C2 (2-(2'-hydroxy-3',5'-di-t-amylphenyl)benzotriazole). Yield: 90.2%. Reaction SMILES: [OH:1][C:2]1[C:7]([C:8]([CH2:11][CH3:12])([CH3:10])[CH3:9])=[CH:6][C:5]([C:13]([CH2:16][CH3:17])([CH3:15])[CH3:14])=[CH:4][C:3]=1[N:18]1[N+:22]([O-])=[C:21]2[CH:24]=[CH:25][CH:26]=[CH:27][C:20]2=[N:19]1.[OH-].[Na+].[H][H]>[Ni].O>[OH:1][C:2]1[C:7]([C:8]([CH2:11][CH3:12])([CH3:10])[CH3:9])=[CH:6][C:5]([C:13]([CH2:16][CH3:17])([CH3:15])[CH3:14])=[CH:4][C:3]=1[N:18]1[N:22]=[C:21]2[CH:24]=[CH:25][CH:26]=[CH:27][C:20]2=[N:19]1 |f:1.2|. Reported procedure: 36.7 g (0.1 mol) of 2-(2'-hydroxy-3',5'-di-t-amylphenyl)benzotriazole-N-oxide, 150 ml of water, 8 g (0.2 mol) of caustic soda and 5 g of Raney nickel were charged into a 500-ml stainless autoclave equipped with an agitator. After the air in the autoclave had been replaced by hydrogen, the pressure of hydrogen was set to 10 kg/cm2. The temperature of the resultant mixture was increased under agitation to 90° C. at which the mixture was then subjected to reaction for 8 hours until the absorption o... The reactants are CC1(C(=C)N(C2=CC=CC=C21)C)C (1,3-dihydro-1,3,3-trimethyl-2-methyleneindoline), N(=O)C1=C(C=CC2=CC=CC=C12)O (1-nitroso-2-naphthol). Run in C(C)O (ethanol). Yields the product CN1C2=CC=CC=C2C(C12C=NC1=C(O2)C=CC2=CC=CC=C21)(C)C (1,3-Dihydro-1,3,3-trimethylspiro[2H-indole-2,3'-3H-naphtho[2,1-b][1,4]oxazine]). As a reaction SMILES: [CH3:1][C:2]1([CH3:13])[C:11]2[C:6](=[CH:7][CH:8]=[CH:9][CH:10]=2)[N:5]([CH3:12])[C:3]1=[CH2:4].[N:14]([C:16]1[C:25]2[C:20](=[CH:21][CH:22]=[CH:23][CH:24]=2)[CH:19]=[CH:18][C:17]=1[OH:26])=O>C(O)C>[CH3:12][N:5]1[C:3]2([O:26][C:17]3[CH:18]=[CH:19][C:20]4[C:25]([C:16]=3[N:14]=[CH:4]2)=[CH:24][CH:23]=[CH:22][CH:21]=4)[C:2]([CH3:13])([CH3:1])[C:11]2[C:6]1=[CH:7][CH:8]=[CH:9][CH:10]=2. Reported procedure: A mixture 1,3-dihydro-1,3,3-trimethyl-2-methyleneindoline (3.62 g; 0.021 mol) and 1-nitroso-2-naphthol (3.46 g; 0.02 mol) in ethanol (80.0 ml) was heated under reflux for 2 h. The solution was evaporated and the residue flash-chromatographed over silica (dichloromethane) to give 1,3-Dihydro-1,3,3-trimethylspiro[2H-indole-2,3'-3H-naphtho[2,1-b][1,4]oxazine] as a pale yellow solid (3-96 g; 60%). The reactants are NC=1C=CC2=C(C(NC3=C(O2)C=CC=C3)=O)C1 (2-Amino-10H-dibenzo[b,f][1,4]oxazepin-11-one), Br.C1=C(C=CC2=CC=CC=C12)CSC(C)=N (thioacetimidic acid naphthalen-2-ylmethyl ester hydrobromide). Solvent: C(C)O (ethanol). Product: O=C1NC2=C(OC3=C1C=C(C=C3)NC(C)=N)C=CC=C2 (N-(11-Oxo-10,11-dihydro-dibenzo[b,f][1,4]oxazepin-2-yl)-acetamidine). RXN SMILES: [NH2:1][C:2]1[CH:3]=[CH:4][C:5]2[O:11][C:10]3[CH:12]=[CH:13][CH:14]=[CH:15][C:9]=3[NH:8][C:7](=[O:16])[C:6]=2[CH:17]=1.Br.C1C2C(=CC=CC=2)C=CC=1CS[C:31](=[NH:33])[CH3:32]>C(O)C>[O:16]=[C:7]1[C:6]2[CH:17]=[C:2]([NH:1][C:31](=[NH:33])[CH3:32])[CH:3]=[CH:4][C:5]=2[O:11][C:10]2[CH:12]=[CH:13][CH:14]=[CH:15][C:9]=2[NH:8]1 |f:1.2|. Procedure details: To a stirred solution of 2-amino-10H-dibenzo[b,f][1,4]oxazepin-11-one (Example 4, 50 mg, 0.22 mmol) in 4 mL of ethanol at 0° C. was added thioacetimidic acid naphthalen-2-ylmethyl ester hydrobromide (65 mg, 0.22 mmol). The reaction was warmed to room temperature overnight. The mixture was concentrated at reduced pressure and partitioned between water (5 mL) and ethyl acetate (25 mL). The aqueous layer was separated and evaporated under vacuum (yield 70 mg, 92%). H1 NMR (DMSO d6) δ: 11.15 (bs, 1H... Reactants: FC1=C(C(=C(C=C1)S(=O)(=O)C(C)C)F)F (1,2,3-trifluoro-4-(propane-2-sulfonyl)-benzene), C(C)(C)(C)OC(=O)N1CCNCC1 (tert-butyl-1-piperazine carboxylate). The solvent is CN(C(C)=O)C (N,N-dimethylacetamide). Run at temperature 90 celsius. Product: C(C)(C)(C)OC(=O)N1CCN(CC1)C1=C(C(=C(C=C1)S(=O)(=O)C(C)C)F)F (4-[2,3-Difluoro-4-(propane-2-sulfonyl)-phenyl]-piperazine-1-carboxylic acid tert-butyl ester). As a reaction SMILES: F[C:2]1[CH:7]=[CH:6][C:5]([S:8]([CH:11]([CH3:13])[CH3:12])(=[O:10])=[O:9])=[C:4]([F:14])[C:3]=1[F:15].[C:16]([O:20][C:21]([N:23]1[CH2:28][CH2:27][NH:26][CH2:25][CH2:24]1)=[O:22])([CH3:19])([CH3:18])[CH3:17]>CN(C)C(=O)C>[C:16]([O:20][C:21]([N:23]1[CH2:28][CH2:27][N:26]([C:2]2[CH:7]=[CH:6][C:5]([S:8]([CH:11]([CH3:13])[CH3:12])(=[O:10])=[O:9])=[C:4]([F:14])[C:3]=2[F:15])[CH2:25][CH2:24]1)=[O:22])([CH3:19])([CH3:17])[CH3:18]. Procedure details: To 7.6 mmol 1,2,3-trifluoro-4-(propane-2-sulfonyl)-benzene in 20 ml N,N-dimethylacetamide was added 15.9 mmol tert-butyl-1-piperazine carboxylate, and the mixture was heated at 90° C. for 1 h. The mixture was then cooled to room temperature and concentrated in vacuo. The residue was chromatographed on silica gel (eluant: ethyl acetate/heptane 1:2) to afford the title compound. As a reaction SMILES: [CH3:36][C:37](=[O:38])[OH:39].[Cl:1][c:2]1[c:3]([C:4](=[O:5])[NH:6][c:7]2[c:8]([CH:13]=[CH:14][c:15]3[n:16][nH:17][c:18]4[cH:19][cH:20][cH:21][cH:22][c:23]34)[cH:9][cH:10][cH:11][cH:12]2)[cH:24][cH:25][c:26]([N+:28]([O-:29])=[O:30])[cH:27]1.[ClH:40].[Na+:35].[OH-:34].[Sn:31]([Cl:32])[Cl:33]>>[Cl:1][c:2]1[c:3]([C:4](=[O:5])[NH:6][c:7]2[c:8]([CH:13]=[CH:14][c:15]3[n:16][nH:17][c:18]4[cH:19][cH:20][cH:21][cH:22][c:23]34)[cH:9][cH:10][cH:11][cH:12]2)[cH:24][cH:25][c:26]([NH2:28])[cH:27]1. Yields the product Nc1ccc(C(=O)Nc2ccccc2C=Cc2n[nH]c3ccccc23)c(Cl)c1. Reactants: CC(=O)O, O=C(Nc1ccccc1C=Cc1n[nH]c2ccccc12)c1ccc([N+](=O)[O-])cc1Cl, Cl, [Na+], [OH-], Cl[Sn]Cl. The reactants are CC(C)(C)[Si](C)(C)OC1C(n2ccc(=O)[nH]c2=O)OC(CO)C1(O)C#C[Si](c1ccccc1)(c1ccccc1)c1ccccc1, CO, Cl. Product: O=c1ccn(C2OC(CO)C(O)(C#C[Si](c3ccccc3)(c3ccccc3)c3ccccc3)C2O)c(=O)[nH]1. RXN SMILES: [C:1]([Si:2]([CH3:3])([CH3:4])[O:6][CH:7]1[CH:8]([n:36]2[c:37](=[O:38])[nH:39][c:40](=[O:41])[cH:42][cH:43]2)[O:9][CH:10]([CH2:34][OH:35])[C:11]1([OH:12])[C:13]#[C:14][Si:15]([c:16]1[cH:17][cH:18][cH:19][cH:20][cH:21]1)([c:22]1[cH:23][cH:24][cH:25][cH:26][cH:27]1)[c:28]1[cH:29][cH:30][cH:31][cH:32][cH:33]1)([CH3:5])([CH3:44])[CH3:45].[CH3:46][OH:47].[ClH:48]>>[OH:6][CH:7]1[CH:8]([n:36]2[c:37](=[O:38])[nH:39][c:40](=[O:41])[cH:42][cH:43]2)[O:9][CH:10]([CH2:34][OH:35])[C:11]1([OH:12])[C:13]#[C:14][Si:15]([c:16]1[cH:17][cH:18][cH:19][cH:20][cH:21]1)([c:22]1[cH:23][cH:24][cH:25][cH:26][cH:27]1)[c:28]1[cH:29][cH:30][cH:31][cH:32][cH:33]1. Starting materials: C1CCOC1, COC(=O)c1c[nH]cn1, CCOC(C)=O, Cl, CC(C)(C)OC(=O)N=NC(=O)OC(C)(C)C, [Na+], O=C([O-])O, C1COCCO1, CC1(C)NC(=O)c2ccccc2C1O, c1ccc(P(c2ccccc2)c2ccccc2)cc1. Product: COC(=O)c1cncn1C1c2ccccc2C(=O)NC1(C)C. Reaction SMILES: [CH2:66]1[O:67][CH2:68][CH2:69][CH2:70]1.[CH3:34][O:35][C:36](=[O:37])[c:38]1[n:39][cH:40][nH:41][cH:42]1.[CH3:71][CH2:72][O:73][C:74](=[O:75])[CH3:76].[ClH:59].[N:43]([C:44]([O:45][C:46]([CH3:47])([CH3:48])[CH3:49])=[O:50])=[N:51][C:52]([O:53][C:54]([CH3:55])([CH3:56])[CH3:57])=[O:58].[Na+:81].[O-:77][C:78]([OH:79])=[O:80].[O:60]1[CH2:61][CH2:62][O:63][CH2:64][CH2:65]1.[OH:1][CH:2]1[C:3]([CH3:13])([CH3:14])[NH:4][C:5](=[O:12])[c:6]2[cH:7][cH:8][cH:9][cH:10][c:11]21.[c:15]1([P:16]([c:17]2[cH:18][cH:19][cH:20][cH:21][cH:22]2)[c:23]2[cH:24][cH:25][cH:26][cH:27][cH:28]2)[cH:29][cH:30][cH:31][cH:32][cH:33]1>>[CH:2]1([n:39]2[c:38]([C:36]([O:35][CH3:34])=[O:37])[cH:42][n:41][cH:40]2)[C:3]([CH3:13])([CH3:14])[NH:4][C:5](=[O:12])[c:6]2[cH:7][cH:8][cH:9][cH:10][c:11]21. The reactants are CC1(CC(C=2C(=C(SC2SC)C(=O)O)C1)=O)C (6,6-dimethyl-3-methylthio-4,5,6,7-tetrahydrobenzo[c]thiophen-4-one-1-carboxylic acid), C(=O)(N1C=NC=C1)N1C=NC=C1 (carbonyldiimidazole), C(C)(N)=NO (Acetamide oxime). Solvent: O1CCOCC1 (dioxan). Conditions: temperature 20 celsius, time 30 minute. The product is CC1(CC(C=2C(=C(SC2SC)C2=NC(=NO2)C)C1)=O)C (6,6-Dimethyl-3-methylthio-1-(3-methyl-1,2,4-oxadiazol-5-yl)-4,5,6,7-tetrahydrobenzo[c]thiophen-4-one). Isolated yield 8.8%. Reaction SMILES: [CH3:1][C:2]1([CH3:17])[CH2:15][C:6]2=[C:7]([C:12]([OH:14])=O)[S:8][C:9]([S:10][CH3:11])=[C:5]2[C:4](=[O:16])[CH2:3]1.C(N1C=CN=C1)(N1C=CN=C1)=O.[C:30](=[N:33]O)([NH2:32])[CH3:31]>O1CCOCC1>[CH3:17][C:2]1([CH3:1])[CH2:15][C:6]2=[C:7]([C:12]3[O:14][N:33]=[C:30]([CH3:31])[N:32]=3)[S:8][C:9]([S:10][CH3:11])=[C:5]2[C:4](=[O:16])[CH2:3]1. Procedure: To a solution of 6,6-dimethyl-3-methylthio-4,5,6,7-tetrahydrobenzo[c]thiophen-4-one-1-carboxylic acid (1.0 g, 3.7 mmol) in dioxan (90 mL) was added carbonyldiimidazole (0.6 g, 3.7 mmol) and the mixture stirred at 20° C. for 30 min. Acetamide oxime (0.41 g, 5.5 mmol) was added and the mixture was heated at 100° C. for 48 h. The solution was evaporated to dryness and the residue was purified by chromatographed on silica gel, eluting with ethyl acetate:hexane (2:3) to yield the title compound as a ... Reactants: [Br-], CCOC(C)=O, CCCCC[Mg+], CCCCCC, O=Cc1cccc(NC(=O)c2ccccn2)c1, C1CCOC1, O. The product is CCCCCC(O)c1cccc(NC(=O)c2ccccn2)c1. Reaction SMILES: [Br-:18].[C:32]([O:33][CH2:34][CH3:35])(=[O:36])[CH3:37].[CH2:19]([CH2:20][CH2:21][CH2:22][CH3:23])[Mg+:24].[CH3:26][CH2:27][CH2:28][CH2:29][CH2:30][CH3:31].[CH:1](=[O:2])[c:3]1[cH:4][c:5]([NH:9][C:10](=[O:11])[c:12]2[n:13][cH:14][cH:15][cH:16][cH:17]2)[cH:6][cH:7][cH:8]1.[O:38]1[CH2:39][CH2:40][CH2:41][CH2:42]1.[OH2:25]>>[CH:1]([OH:2])([c:3]1[cH:4][c:5]([NH:9][C:10](=[O:11])[c:12]2[n:13][cH:14][cH:15][cH:16][cH:17]2)[cH:6][cH:7][cH:8]1)[CH2:19][CH2:20][CH2:21][CH2:22][CH3:23]. Reactants: O=C(Nc1ccc(N2CCNCC2)nc1)c1nnc(Nc2ccccc2F)o1, O=C=Nc1ccccc1, CN(C)C=O. Product: O=C(Nc1ccc(N2CCN(C(=O)Nc3ccccc3)CC2)nc1)c1nnc(Nc2ccccc2F)o1. RXN SMILES: [F:10][c:11]1[c:12]([NH:17][c:18]2[n:19][n:20][c:21]([C:23](=[O:24])[NH:25][c:26]3[cH:27][n:28][c:29]([N:32]4[CH2:33][CH2:34][NH:35][CH2:36][CH2:37]4)[cH:30][cH:31]3)[o:22]2)[cH:13][cH:14][cH:15][cH:16]1.[O:1]=[C:2]=[N:3][c:4]1[cH:5][cH:6][cH:7][cH:8][cH:9]1.[O:38]=[CH:39][N:40]([CH3:41])[CH3:42]>>[O:1]=[C:2]([NH:3][c:4]1[cH:5][cH:6][cH:7][cH:8][cH:9]1)[N:35]1[CH2:34][CH2:33][N:32]([c:29]2[n:28][cH:27][c:26]([NH:25][C:23]([c:21]3[n:20][n:19][c:18]([NH:17][c:12]4[c:11]([F:10])[cH:16][cH:15][cH:14][cH:13]4)[o:22]3)=[O:24])[cH:31][cH:30]2)[CH2:37][CH2:36]1.